Dataset: the Open Reaction Database (ORD), a public repository of structured organic reaction records. Task: describe an organic reaction: reactants, conditions, products, and yield The reactants are C1C(CCCCC)O1 (1-heptene oxide), C(CCCCCCN)N (1,7-heptanediamine). Yields the product C(CCCCCCNCC(CCCCC)O)NCC(CCCCC)O (N,N'-(1,7-heptylene)-bis[2-hydroxyheptylamine]). Reaction SMILES: [CH2:1]1[O:8][CH:2]1[CH2:3][CH2:4][CH2:5][CH2:6][CH3:7].[CH2:9]([NH2:17])[CH2:10][CH2:11][CH2:12][CH2:13][CH2:14][CH2:15][NH2:16]>>[CH2:9]([NH:17][CH2:1][CH:2]([OH:8])[CH2:3][CH2:4][CH2:5][CH2:6][CH3:7])[CH2:10][CH2:11][CH2:12][CH2:13][CH2:14][CH2:15][NH:16][CH2:1][CH:2]([OH:8])[CH2:3][CH2:4][CH2:5][CH2:6][CH3:7]. Reported procedure: Condensation of 1-heptene oxide and 1,7-heptanediamine affords N,N'-(1,7-heptylene)-bis[2-hydroxyheptylamine] (I: R = CH3 (CH2)4, R' = H, X = (CH2)7, Z = H).